From a dataset of the Open Reaction Database (ORD), a public repository of structured organic reaction records. describe an organic reaction: reactants, conditions, products, and yield The reactants are C(N)(=O)C1=CC=C(COC2=CC=C(C=C2)CC(C)NCCC(C2=CC=CC=C2)C2=CC=CC=C2)C=C1 (racemic 1-[4-(4-carbamoylbenzyloxy)-phenyl]-2-(3,3-diphenylpropylamino)-propane), O (water), Cl (hydrochloric acid). Solvent: O1CCCC1 (tetrahydrofuran), B#B (diborane), O1CCCC1 (tetrahydrofuran). Yields the product Cl.Cl.NCC1=CC=C(COC2=CC=C(C=C2)CC(C)NCCC(C2=CC=CC=C2)C2=CC=CC=C2)C=C1 (1-(4-(4-aminomethylbenzyloxy)-phenyl]-2-(3,3-diphenylpropylamino)-propane dihydrochloride). RXN SMILES: [C:1]([C:4]1[CH:36]=[CH:35][C:7]([CH2:8][O:9][C:10]2[CH:15]=[CH:14][C:13]([CH2:16][CH:17]([NH:19][CH2:20][CH2:21][CH:22]([C:29]3[CH:34]=[CH:33][CH:32]=[CH:31][CH:30]=3)[C:23]3[CH:28]=[CH:27][CH:26]=[CH:25][CH:24]=3)[CH3:18])=[CH:12][CH:11]=2)=[CH:6][CH:5]=1)(=O)[NH2:2].O.[ClH:38]>O1CCCC1.B#B>[ClH:38].[ClH:38].[NH2:2][CH2:1][C:4]1[CH:5]=[CH:6][C:7]([CH2:8][O:9][C:10]2[CH:15]=[CH:14][C:13]([CH2:16][CH:17]([NH:19][CH2:20][CH2:21][CH:22]([C:29]3[CH:30]=[CH:31][CH:32]=[CH:33][CH:34]=3)[C:23]3[CH:24]=[CH:25][CH:26]=[CH:27][CH:28]=3)[CH3:18])=[CH:12][CH:11]=2)=[CH:35][CH:36]=1 |f:5.6.7|. Procedure details: To the suspension of 5.0 g of racemic 1-[4-(4-carbamoylbenzyloxy)-phenyl]-2-(3,3-diphenylpropylamino)-propane (Example 10/7) in 75 ml of tetrahydrofuran, 70 ml of 1-molar diborane in tetrahydrofuran are added dropwise while stirring under nitrogen at 0°. It is refluxed for 18 hours, cooled to 0° again and 30 ml of water are added dropwise, followed by 15 ml of concentrated hydrochloric acid. The mixture is evaporated, warmed with 50 ml of methanol, evaporated again and the residue is recrystalli... Starting materials: BrCCCO[Si](C)(C)C(C)(C)C ((3-bromopropoxy)(tert-butyl)dimethylsilane), FC=1C=C(CNC(=O)C=2SC(=CC2C)N2C(C=C(C=C2)O)=O)C=CC1 (N-(3-fluorobenzyl)-5-(4-hydroxy-2-oxopyridin-1(2H)-yl)-3-methylthiophene-2-carboxamide). Yields the product [Si](C)(C)(C(C)(C)C)OCCCOC1=CC(N(C=C1)C1=CC(=C(S1)C(=O)NCC1=CC(=CC=C1)F)C)=O (5-(4-(3-(tert-Butyldimethylsilyloxy)propoxy)-2-oxopyridin-1(2H)-yl)-N-(3-fluorobenzyl)-3-methylthiophene-2-carboxamide). As a reaction SMILES: Br[CH2:2][CH2:3][CH2:4][O:5][Si:6]([C:9]([CH3:12])([CH3:11])[CH3:10])([CH3:8])[CH3:7].[F:13][C:14]1[CH:15]=[C:16]([CH:35]=[CH:36][CH:37]=1)[CH2:17][NH:18][C:19]([C:21]1[S:22][C:23]([N:27]2[CH:32]=[CH:31][C:30]([OH:33])=[CH:29][C:28]2=[O:34])=[CH:24][C:25]=1[CH3:26])=[O:20]>>[Si:6]([O:5][CH2:4][CH2:3][CH2:2][O:33][C:30]1[CH:31]=[CH:32][N:27]([C:23]2[S:22][C:21]([C:19]([NH:18][CH2:17][C:16]3[CH:35]=[CH:36][CH:37]=[C:14]([F:13])[CH:15]=3)=[O:20])=[C:25]([CH3:26])[CH:24]=2)[C:28](=[O:34])[CH:29]=1)([C:9]([CH3:12])([CH3:11])[CH3:10])([CH3:8])[CH3:7]. Reported procedure: Following the procedure as described in Example 9, making variations only as required to use (3-bromopropoxy)(tert-butyl)dimethylsilane in place of 2-cyclopropylethyl 4-methylbenzenesulfonate to react with N-(3-fluorobenzyl)-5-(4-hydroxy-2-oxopyridin-1(2H)-yl)-3-methylthiophene-2-carboxamide, the title compound was obtained as a yellowish viscous oil in quantitative yield: 1H NMR (300 MHz, CDCl3) δ 7.54 (d, J=7.8 Hz, 1H), 7.35-7.27 (m, 1H), 7.12 (d, J=7.8 Hz, 1H), 7.05 (d, J=9.6 Hz, 1H), 7.00-6.... The reactants are Brc1cnc2[nH]ccc2c1, CN1CCCC1=O, O=C(OO)c1cccc(Cl)c1. The product is O[n+]1cc(Br)cc2cc[nH]c21, O=C([O-])c1cccc(Cl)c1. RXN SMILES: [Br:1][c:2]1[cH:3][c:4]2[c:5]([n:6][cH:7]1)[nH:8][cH:9][cH:10]2.[CH3:22][N:23]1[CH2:24][CH2:25][CH2:26][C:27]1=[O:28].[OH:11][O:12][C:13](=[O:14])[c:15]1[cH:16][cH:17][cH:18][c:19]([Cl:20])[cH:21]1>>[Br:1][c:2]1[cH:3][c:4]2[c:5]([n+:6]([OH:11])[cH:7]1)[nH:8][cH:9][cH:10]2.[O:12]=[C:13]([O-:14])[c:15]1[cH:16][cH:17][cH:18][c:19]([Cl:20])[cH:21]1. Starting materials: CC(C)(C)OC(=O)NC(CC(=O)O)Cc1ccc(Br)cc1, COCCCn1c(C(C)(C)C)cnc1C1(O)CCCNC1, ClCCCl, CN(C)C=O, On1nnc2ccccc21. The product is COCCCn1c(C(C)(C)C)cnc1C1(O)CCCN(C(=O)CC(Cc2ccc(Br)cc2)NC(=O)OC(C)(C)C)C1. As a reaction SMILES: [Br:1][c:2]1[cH:3][cH:4][c:5]([CH2:8][CH:9]([CH2:10][C:11](=[O:12])[OH:13])[NH:14][C:15](=[O:16])[O:17][C:18]([CH3:19])([CH3:20])[CH3:21])[cH:6][cH:7]1.[C:36]([CH3:37])([CH3:38])([CH3:39])[c:40]1[cH:41][n:42][c:43]([C:50]2([OH:56])[CH2:51][NH:52][CH2:53][CH2:54][CH2:55]2)[n:44]1[CH2:45][CH2:46][CH2:47][O:48][CH3:49].[CH2:22]([Cl:23])[CH2:24][Cl:25].[O:57]=[CH:58][N:59]([CH3:60])[CH3:61].[OH:26][n:27]1[c:28]2[c:29]([cH:30][cH:31][cH:32][cH:33]2)[n:34][n:35]1>>[Br:1][c:2]1[cH:3][cH:4][c:5]([CH2:8][CH:9]([CH2:10][C:11](=[O:13])[N:52]2[CH2:51][C:50]([c:43]3[n:42][cH:41][c:40]([C:36]([CH3:37])([CH3:38])[CH3:39])[n:44]3[CH2:45][CH2:46][CH2:47][O:48][CH3:49])([OH:56])[CH2:55][CH2:54][CH2:53]2)[NH:14][C:15](=[O:16])[O:17][C:18]([CH3:19])([CH3:20])[CH3:21])[cH:6][cH:7]1. Reactants: C(=O)C1=NC(=C(C(=C1CCCCC)C1=CC=C(C=C1)F)CO[Si](C1=CC=CC=C1)(C1=CC=CC=C1)C(C)(C)C)C(C)C (2-Formyl-3-pentyl-4-(4-fluorophenyl)-5-(t-butyldiphenylsiloxy)methyl-6-isopropylpyridine), C1(=CC=CC=C1)P(C1=CC=CC=C1)(C1=CC=CC=C1)=CC(=O)OC (methyl (triphenylphosphoranylidene)acetate), C1(=CC=CC=C1)C (toluene). The product is C(=O)(OC)C=CC1=NC(=C(C(=C1CCCCC)C1=CC=C(C=C1)F)CO[Si](C1=CC=CC=C1)(C1=CC=CC=C1)C(C)(C)C)C(C)C (2-(2-Carbomethoxyethenyl)-3-pentyl-4-(4-fluorophenyl)-5-(t-butyldiphenylsiloxy)methyl-6-isopropylpyridine). As a reaction SMILES: C([C:3]1[C:8]([CH2:9][CH2:10][CH2:11][CH2:12][CH3:13])=[C:7]([C:14]2[CH:19]=[CH:18][C:17]([F:20])=[CH:16][CH:15]=2)[C:6]([CH2:21][O:22][Si:23]([C:36]([CH3:39])([CH3:38])[CH3:37])([C:30]2[CH:35]=[CH:34][CH:33]=[CH:32][CH:31]=2)[C:24]2[CH:29]=[CH:28][CH:27]=[CH:26][CH:25]=2)=[C:5]([CH:40]([CH3:42])[CH3:41])[N:4]=1)=O.C1(P(=[CH:62][C:63]([O:65][CH3:66])=[O:64])(C2C=CC=CC=2)C2C=CC=CC=2)C=CC=CC=1.[C:67]1(C)C=CC=CC=1>>[C:63]([CH:62]=[CH:67][C:3]1[C:8]([CH2:9][CH2:10][CH2:11][CH2:12][CH3:13])=[C:7]([C:14]2[CH:15]=[CH:16][C:17]([F:20])=[CH:18][CH:19]=2)[C:6]([CH2:21][O:22][Si:23]([C:36]([CH3:38])([CH3:39])[CH3:37])([C:30]2[CH:35]=[CH:34][CH:33]=[CH:32][CH:31]=2)[C:24]2[CH:25]=[CH:26][CH:27]=[CH:28][CH:29]=2)=[C:5]([CH:40]([CH3:41])[CH3:42])[N:4]=1)([O:65][CH3:66])=[O:64]. Procedure: A mixture of the intermediate obtained in Example 205, Step A (50 mg, 85 mmol) and methyl (triphenylphosphoranylidene)acetate (31 mg, 1.1 equiv) in toluene (5 mL) was heated to reflux for 5 h. The mixture was cooled to rt and concentrated in vacuo. Silica gel chromatography provided a yellow oil (60 mg). 1H NMR (CDCl3, 300 MHz): δ 7.96 (d, 15.1 Hz, 1H), 7.42 (m, 6H), 7.34-7.21 (m, 5H), 7.05 (s, 2H), 7.03 (s, 2H), 4.28 (s, 2H), 3.84 (s, 3H), 3.17 (sept, 6.8 Hz, 1H), 2.38 (m, 2H), 1.31 (m, 2H), 1.... Reactants: O=C(Cl)c1cccnc1, C1CCOC1, O=C(Nc1ccc(Cl)c(C(=O)O)c1)c1cccnc1, ClCCl, Cl, Nc1ccc(Cl)c(C(=O)O)c1, O=S(Cl)Cl. Yields the product O=C(Nc1ccc(Cl)c(C(=O)Cl)c1)c1cccnc1. RXN SMILES: [C:13]([Cl:14])(=[O:15])[c:16]1[cH:17][cH:18][cH:19][n:20][cH:21]1.[CH2:45]1[O:46][CH2:47][CH2:48][CH2:49]1.[Cl:22][c:23]1[c:24]([C:25](=[O:26])[OH:27])[cH:28][c:29]([NH:32][C:33]([c:34]2[cH:35][n:36][cH:37][cH:38][cH:39]2)=[O:40])[cH:30][cH:31]1.[Cl:50][CH2:51][Cl:52].[ClH:12].[NH2:1][c:2]1[cH:3][cH:4][c:5]([Cl:11])[c:6]([C:8]([OH:9])=[O:10])[cH:7]1.[S:41]([Cl:42])([Cl:43])=[O:44]>>[Cl:11][C:25]([c:24]1[c:23]([Cl:22])[cH:31][cH:30][c:29]([NH:32][C:33]([c:34]2[cH:35][n:36][cH:37][cH:38][cH:39]2)=[O:40])[cH:28]1)=[O:26]. Reactants: ClC1=C(C=CC(=C1)OCC)C1=CC=C(C=C1)C(=O)O (2′-chloro-4′-ethoxy-biphenyl-4-carboxylic acid), CN(CCN(C=1SC2=C(N1)C=CC(=C2)N)C)C (N*2*-(2-dimethylamino-ethyl)-N*2*-methyl-benzothiazole-2,6-diamine). Product: Cl.CN(CCN(C=1SC2=C(N1)C=CC(=C2)NC(=O)C2=CC=C(C=C2)C2=C(C=C(C=C2)OCC)Cl)C)C (2′-Chloro-4′-ethoxy-biphenyl-4-carboxylic acid {2-[(2-dimethylamino-ethyl)-methyl-amino]-benzothiazol-6-yl}-amide Hydrochloride Salt), CN(CCN(C=1SC2=C(N1)C=CC(=C2)NC(=O)C2=CC=C(C=C2)C2=C(C=C(C=C2)OCC)Cl)C)C (2′-chloro-4′-ethoxy-biphenyl-4-carboxylic acid {2-[(2-dimethylamino-ethyl)-methyl-amino]-benzothiazol-6-yl}-amide). Yield: 163.5%. Reaction SMILES: [Cl:1][C:2]1[CH:7]=[C:6]([O:8][CH2:9][CH3:10])[CH:5]=[CH:4][C:3]=1[C:11]1[CH:16]=[CH:15][C:14]([C:17]([OH:19])=[O:18])=[CH:13][CH:12]=1.[CH3:20][N:21]([CH3:36])[CH2:22][CH2:23][N:24]([CH3:35])[C:25]1[S:26][C:27]2[CH:33]=[C:32]([NH2:34])[CH:31]=[CH:30][C:28]=2[N:29]=1>>[ClH:1].[CH3:20][N:21]([CH3:36])[CH2:22][CH2:23][N:24]([CH3:35])[C:25]1[S:26][C:27]2[CH:33]=[C:32]([NH:34][C:17]([C:14]3[CH:13]=[CH:12][C:11]([C:3]4[CH:4]=[CH:5][C:6]([O:8][CH2:9][CH3:10])=[CH:7][C:2]=4[Cl:1])=[CH:16][CH:15]=3)=[O:19])[CH:31]=[CH:30][C:28]=2[N:29]=1.[CH3:20][N:21]([CH3:36])[CH2:22][CH2:23][N:24]([CH3:35])[C:25]1[S:26][C:27]2[CH:33]=[C:32]([NH:34][C:17]([C:14]3[CH:15]=[CH:16][C:11]([C:3]4[CH:4]=[CH:5][C:6]([O:8][CH2:9][CH3:10])=[CH:7][C:2]=4[Cl:1])=[CH:12][CH:13]=3)=[O:18])[CH:31]=[CH:30][C:28]=2[N:29]=1 |f:2.3|. Reported procedure: The title compound is prepared by following Method A, using 2′-chloro-4′-ethoxy-biphenyl-4-carboxylic acid (0.48 g, 1.73 mmol), and N*2*-(2-dimethylamino-ethyl)-N*2*-methyl-benzothiazole-2,6-diamine (0.33 g, 1.33 mmol) to afford 2′-chloro-4′-ethoxy-biphenyl-4-carboxylic acid {2-[(2-dimethylamino-ethyl)-methyl-amino]-benzothiazol-6-yl}-amide (0.48 g, 71%). The material is dissolved in EtOH and treated with 1.0 M HCl in EtOH (0.94 mL). Organic solvent is removed in vacuo, the residue is dissolved ... Reactants: CC[SiH](CC)CC, CC#N, O=Cc1ccccc1Cl, Nc1cccc(F)n1, O=C(O)C(F)(F)F. Product: Fc1cccc(NCc2ccccc2Cl)n1. As a reaction SMILES: [CH2:18]([SiH:19]([CH2:20][CH3:21])[CH2:22][CH3:23])[CH3:24].[CH3:32][C:33]#[N:34].[Cl:9][c:10]1[c:11]([CH:12]=[O:13])[cH:14][cH:15][cH:16][cH:17]1.[F:1][c:2]1[cH:3][cH:4][cH:5][c:6]([NH2:8])[n:7]1.[OH:25][C:26]([C:27]([F:28])([F:29])[F:30])=[O:31]>>[F:1][c:2]1[cH:3][cH:4][cH:5][c:6]([NH:8][CH2:12][c:11]2[c:10]([Cl:9])[cH:17][cH:16][cH:15][cH:14]2)[n:7]1. Reactants: CCOC(=O)OCC, COc1ccc(C(C)=O)cc1, [H-], [Na+]. Product: CCOC(=O)CC(=O)c1ccc(OC)cc1. RXN SMILES: [C:12]([O:13][CH2:14][CH3:15])([O:16][CH2:18][CH3:19])=[O:17].[CH3:1][O:2][c:3]1[cH:4][cH:5][c:6]([C:9]([CH3:10])=[O:11])[cH:7][cH:8]1.[H-:20].[Na+:21]>>[CH3:1][O:2][c:3]1[cH:4][cH:5][c:6]([C:9]([CH2:10][C:12]([O:13][CH2:14][CH3:15])=[O:16])=[O:11])[cH:7][cH:8]1.